describe an organic reaction: reactants, conditions, products, and yield From a dataset of the Open Reaction Database (ORD), a public repository of structured organic reaction records. The reactants are ClC1=NC=NC(=C1)N1CCNCC1 (4-chloro-6-piperazine-1-yl-pyrimidine), FC1=C(C=C(C=C1)C1=NN(C(=C1)C1=CC=CC=C1)CC(=O)O)C ((3-(4-fluoro-3-methyl-phenyl)-5-phenyl-pyrazol-1-yl)-acetic acid), CN(C)C(=[N+](C)C)ON1C2=C(C=CC=C2)N=N1.[B-](F)(F)(F)F (TBTU), CCN(C(C)C)C(C)C (DIPEA), [OH-].[Na+] (NaOH). Solvent: CN(C)C=O (DMF), C(Cl)Cl (CH2Cl2). Conditions: time 1 minute. Product: COC1=CC=C(C=C1)C1=NN(C(=C1)C1=CC=C(C=C1)OC)CC(=O)O ((3,5-Bis-(4-methoxy-phenyl)-pyrazol-1-yl)-acetic acid). Reaction SMILES: F[C:2]1[CH:7]=[CH:6][C:5]([C:8]2[CH:12]=[C:11]([C:13]3[CH:18]=[CH:17][CH:16]=[CH:15][CH:14]=3)[N:10]([CH2:19][C:20]([OH:22])=[O:21])[N:9]=2)=[CH:4][C:3]=1C.CN([C:27]([O:31]N1N=NC2C=CC=CC1=2)=[N+](C)C)C.[B-](F)(F)(F)F.[CH3:46]CN(C(C)C)C(C)C.ClC1C=C(N2CCNCC2)N=CN=1.[OH-:68].[Na+]>CN(C=O)C.C(Cl)Cl>[CH3:46][O:68][C:2]1[CH:7]=[CH:6][C:5]([C:8]2[CH:12]=[C:11]([C:13]3[CH:14]=[CH:15][C:16]([O:31][CH3:27])=[CH:17][CH:18]=3)[N:10]([CH2:19][C:20]([OH:22])=[O:21])[N:9]=2)=[CH:4][CH:3]=1 |f:1.2,5.6|. Reported procedure: 700 mg (3-(4-fluoro-3-methyl-phenyl)-5-phenyl-pyrazol-1-yl)-acetic acid was dissolved in 10 mL DMF. 869 mg TBTU and 465 μL DIPEA were added to this solution and the mixture was stirred 1 min at RT. 448 mg 4-chloro-6-piperazine-1-yl-pyrimidine was added and stirring was continued for 2 h. Then 10 mL of a 1M NaOH solution and 50 mL CH2Cl2 were added, the organic phase was separated. The solvent was removed. The residue was dissolved in dichlormethane, water was added and the layers were separated.... Starting materials: C([O-])([O-])=O.[Cs+].[Cs+] (cesium carbonate), ClCC1=CC(=C(C=C1)C1CCCC1)C(F)(F)F (4-(chloromethyl)-1-cyclopentyl-2-(trifluoromethyl)benzene), OC=1C=CC2=C(N=C3N2CCC3CC(=O)OCC)C1 (Ethyl 2-(6-hydroxy-2,3-dihydro-1H-benzo[d]pyrrolo[1,2-a]imidazol-3-yl)acetate). The solvent is O (water), CN(C)C=O (DMF). Run at time 1.5 hour. Product: C1(CCCC1)C1=C(C=C(COC=2C=CC3=C(N=C4N3CCC4CC(=O)OCC)C2)C=C1)C(F)(F)F (Ethyl 2-(6-(4-Cyclopentyl-3-(trifluoromethyl)benzyloxy)-2,3-dihydro-1H-benzo[d]pyrrolo[1,2-a]imidazol-3-yl)acetate). Yield: 67.4%. Reaction SMILES: [OH:1][C:2]1[CH:3]=[CH:4][C:5]2[N:9]3[CH2:10][CH2:11][CH:12]([CH2:13][C:14]([O:16][CH2:17][CH3:18])=[O:15])[C:8]3=[N:7][C:6]=2[CH:19]=1.C(=O)([O-])[O-].[Cs+].[Cs+].Cl[CH2:27][C:28]1[CH:33]=[CH:32][C:31]([CH:34]2[CH2:38][CH2:37][CH2:36][CH2:35]2)=[C:30]([C:39]([F:42])([F:41])[F:40])[CH:29]=1>CN(C=O)C.O>[CH:34]1([C:31]2[CH:32]=[CH:33][C:28]([CH2:27][O:1][C:2]3[CH:3]=[CH:4][C:5]4[N:9]5[CH2:10][CH2:11][CH:12]([CH2:13][C:14]([O:16][CH2:17][CH3:18])=[O:15])[C:8]5=[N:7][C:6]=4[CH:19]=3)=[CH:29][C:30]=2[C:39]([F:40])([F:41])[F:42])[CH2:35][CH2:36][CH2:37][CH2:38]1 |f:1.2.3|. Reported procedure: Ethyl 2-(6-hydroxy-2,3-dihydro-1H-benzo[d]pyrrolo[1,2-a]imidazol-3-yl)acetate (0.1 g, 0.384 mmol) was dissolved in DMF (1.0 mL) and cesium carbonate (0.150 g, 0.461 mmol) and 4-(chloromethyl)-1-cyclopentyl-2-(trifluoromethyl)benzene (0.111 g, 0.423 mmol) were added. The reaction mixture was stirred at room temperature for 1.5 h and then warmed to 40° C. After stirring for 1 h, the reaction mixture was diluted with water and extracted three times with EtOAc. The combined extracts were dried over ... Starting materials: OC1=C(C=O)C=CC=C1 (2-hydroxybenzaldehyde), C(C=C)NCC=C (diallyl amine), CO (methanol), [BH4-].[Na+] (NaBH4). The solvent is O (Water). Reaction conditions: temperature 0 celsius. Yields the product C(C=C)N(CC=C)CC1=C(C=CC=C1)O (2-diallylaminomethyl-phenol). The yield is 64.0%. RXN SMILES: [OH:1][C:2]1[CH:9]=[CH:8][CH:7]=[CH:6][C:3]=1[CH:4]=O.[CH2:10]([NH:13][CH2:14][CH:15]=[CH2:16])[CH:11]=[CH2:12].CO.[BH4-].[Na+]>O>[CH2:10]([N:13]([CH2:4][C:3]1[CH:6]=[CH:7][CH:8]=[CH:9][C:2]=1[OH:1])[CH2:14][CH:15]=[CH2:16])[CH:11]=[CH2:12] |f:3.4|. Procedure: 12 g of 2-hydroxybenzaldehyde was placed in a 500 ml round bottom flask with 100 ml of diallyl amine and 100 ml of methanol. The reaction mixture was then cooled to 0° C. 4 g of NaBH4 (powder) was slowly added within 2.5 hrs and the temperature was kept at 0-6° C. Water was then added to the reaction mixture to terminate the reaction. The reaction mixture was then concentrated, and extracted with ethyl acetate and water. The organic phase was collected and concentrated to obtain crude product. T... Starting materials: CNC (dimethylamine), ClCCC(=O)C=1C=C2CCCN(C2=CC1)C(=O)OCC (ethyl 6-(3-chloropropanoyl)-3,4-dihydro-1(2H)-quinoline carboxylate). Run in ClCCl (dichloromethane). Conditions: time 2 hour. Product: CN(CCC(=O)C=1C=C2CCCN(C2=CC1)C(=O)OCC)C (Ethyl 6-[3-(dimethylamino)propanoyl]-3,4-dihydro-1(2H)-quinoline carboxylate). As a reaction SMILES: [CH3:1][NH:2][CH3:3].Cl[CH2:5][CH2:6][C:7]([C:9]1[CH:10]=[C:11]2[C:16](=[CH:17][CH:18]=1)[N:15]([C:19]([O:21][CH2:22][CH3:23])=[O:20])[CH2:14][CH2:13][CH2:12]2)=[O:8]>ClCCl>[CH3:1][N:2]([CH3:3])[CH2:5][CH2:6][C:7]([C:9]1[CH:10]=[C:11]2[C:16](=[CH:17][CH:18]=1)[N:15]([C:19]([O:21][CH2:22][CH3:23])=[O:20])[CH2:14][CH2:13][CH2:12]2)=[O:8]. Reported procedure: 50% Aqueous dimethylamine (51 mL) was added to a solution of ethyl 6-(3-chloropropanoyl)-3,4-dihydro-1(2H)-quinoline carboxylate (15.0 g, 50.7 mmol) obtained in Reference Example 1 in dichloromethane at room temperature and then stirred for 2 hours. The reaction solution was separated, and the organic layer was washed with a saturated saline solution and dried over anhydrous sodium sulfate, and the solvent was distilled away under reduced pressure. The resultant residues were purified by alumina...